From a dataset of the Open Reaction Database (ORD), a public repository of structured organic reaction records. describe an organic reaction: reactants, conditions, products, and yield The reactants are CCO, CC(c1ccnc2ccccc12)C(N)C#N, N. The product is CC(c1ccnc2ccccc12)C(N)CN. RXN SMILES: [CH3:17][CH2:18][OH:19].[NH2:1][CH:2]([C:3]#[N:4])[CH:5]([CH3:6])[c:7]1[cH:8][cH:9][n:10][c:11]2[cH:12][cH:13][cH:14][cH:15][c:16]12.[NH3:20]>>[NH2:1][CH:2]([CH2:3][NH2:4])[CH:5]([CH3:6])[c:7]1[cH:8][cH:9][n:10][c:11]2[cH:12][cH:13][cH:14][cH:15][c:16]12.